From a dataset of the Open Reaction Database (ORD), a public repository of structured organic reaction records. describe an organic reaction: reactants, conditions, products, and yield Starting materials: O=C1CCN(CC1)C1=CC=C(CC2C(NC(S2)=O)=O)C=C1 (5-[4-(4-Oxo-piperidin-1-yl)-benzyl]-thiazolidine-2,4-dione), NC[C@@H](COC=1C=CC(=C(C1)NS(=O)(=O)C)O)O (N-[5-((2S)-3-Amino-2-hydroxy-propoxy)-2-hydroxy-phenyl]-methanesulfonamide). The product is O=C1SC(C(N1)=O)CC1=CC=C(C=C1)N1CCC(CC1)NC[C@@H](COC=1C=CC(=C(C1)NS(=O)(=O)C)O)O (N-[5-((2S)-3-{1-[4-(2,4-Dioxo-thiazolidin-5-ylmethyl)-phenyl]-piperidin-4-ylamino}-2-hydroxy-propoxy)-2-hydroxy-phenyl]-methanesulfonamide). As a reaction SMILES: O=[C:2]1[CH2:7][CH2:6][N:5]([C:8]2[CH:21]=[CH:20][C:11]([CH2:12][CH:13]3[S:17][C:16](=[O:18])[NH:15][C:14]3=[O:19])=[CH:10][CH:9]=2)[CH2:4][CH2:3]1.[NH2:22][CH2:23][C@H:24]([OH:39])[CH2:25][O:26][C:27]1[CH:28]=[CH:29][C:30]([OH:38])=[C:31]([NH:33][S:34]([CH3:37])(=[O:36])=[O:35])[CH:32]=1>>[O:18]=[C:16]1[NH:15][C:14](=[O:19])[CH:13]([CH2:12][C:11]2[CH:20]=[CH:21][C:8]([N:5]3[CH2:6][CH2:7][CH:2]([NH:22][CH2:23][C@H:24]([OH:39])[CH2:25][O:26][C:27]4[CH:28]=[CH:29][C:30]([OH:38])=[C:31]([NH:33][S:34]([CH3:37])(=[O:35])=[O:36])[CH:32]=4)[CH2:3][CH2:4]3)=[CH:9][CH:10]=2)[S:17]1. Reported procedure: The title compound was prepared from 5-[4-(4-oxo-piperidin-1-yl)-benzyl]-thiazolidine-2,4-dione (which was obtained in Example 38) and N-[5-((2S)-3-amino-2-hydroxy-propoxy)-2-hydroxy-phenyl]-methanesulfonamide (which was obtained in Example 14) according to the procedure of Example 73 as a grey solid; mp>70° C. (decomposed); 1H NMR (300 MHz, DMSO-d6) δ 1.45–1.55 (m, 2 H), 1.85–2.00 (m, 2 H), 2.60–2.90 (m, 6 H), 2.94 (s, 3 H), 3.23 (dd, J=14.0, 3.8 Hz, 1 H), 3.60–4.00 (m, 5 H), 4.49 (dd, J=8.8, 3... The reactants are foam, ClC1=CC=C(C=C1)C1=NC2=C(N1C(CO)C1CCCCC1)C=C(C(=C2)F)F (2-[2-(4-chloro-phenyl)-5,6-difluoro-benzoimidazol-1-yl]-2-cyclohexyl-ethanol), COC(C1=CC(=C(C=C1)O)F)=O (3-fluoro-4-hydroxy benzoic acid methyl ester), N(=NC(=O)OC(C)(C)C)C(=O)OC(C)(C)C (di-tert-butyl azodicarboxylate). Product: COC(C1=CC(=C(C=C1)OCC(C1CCCCC1)N1C(=NC2=C1C=C(C(=C2)F)F)C2=CC=C(C=C2)Cl)F)=O (4-{2-[2-(4-Chloro-phenyl)-5,6-difluoro-benzoimidazol-1-yl]-2-cyclohexyl-ethoxy}-3-fluoro-benzoic acid methyl ester). RXN SMILES: [Cl:1][C:2]1[CH:7]=[CH:6][C:5]([C:8]2[N:12]([CH:13]([CH:16]3[CH2:21][CH2:20][CH2:19][CH2:18][CH2:17]3)[CH2:14][OH:15])[C:11]3[CH:22]=[C:23]([F:27])[C:24]([F:26])=[CH:25][C:10]=3[N:9]=2)=[CH:4][CH:3]=1.[CH3:28][O:29][C:30](=[O:39])[C:31]1[CH:36]=[CH:35][C:34](O)=[C:33]([F:38])[CH:32]=1.N(C(OC(C)(C)C)=O)=NC(OC(C)(C)C)=O>>[CH3:28][O:29][C:30](=[O:39])[C:31]1[CH:36]=[CH:35][C:34]([O:15][CH2:14][CH:13]([N:12]2[C:11]3[CH:22]=[C:23]([F:27])[C:24]([F:26])=[CH:25][C:10]=3[N:9]=[C:8]2[C:5]2[CH:6]=[CH:7][C:2]([Cl:1])=[CH:3][CH:4]=2)[CH:16]2[CH2:17][CH2:18][CH2:19][CH2:20][CH2:21]2)=[C:33]([F:38])[CH:32]=1. Procedure: The title compound was prepared in analogy to Example 4, intermediate, from 2-[2-(4-chloro-phenyl)-5,6-difluoro-benzoimidazol-1-yl]-2-cyclohexyl-ethanol (Ex. 1, int. c) and 3-fluoro-4-hydroxy benzoic acid methyl ester (commercially available) and replacing di-ethyl azodicarboxylate by di-tert-butyl azodicarboxylate. White foam (81%). MS (Turbo Spray): m/z=543.0 [M+H]. Reactants: C(C)(C)(C)OC(NCCCNC=1SC(=CN1)C(C1=C(C=CC=C1)C)=O)=O ({3-[5-(2-Methyl-benzoyl)-thiazol-2-ylamino]-propyl}-carbamic acid tert-butyl ester), Cl (hydrochloric acid), C([O-])(O)=O.[Na+] (sodium bicarbonate). Run in O1CCOCC1 (dioxane). Reaction conditions: time 1 hour. The product is NCCCNC=1SC(=CN1)C(=O)C1=C(C=CC=C1)C ([2-(3-Amino-propylamino)-thiazol-5-yl]-o-tolyl-methanone). The yield is 102.2%. Reaction SMILES: C(OC(=O)[NH:7][CH2:8][CH2:9][CH2:10][NH:11][C:12]1[S:13][C:14]([C:17](=[O:25])[C:18]2[CH:23]=[CH:22][CH:21]=[CH:20][C:19]=2[CH3:24])=[CH:15][N:16]=1)(C)(C)C.Cl.C(=O)(O)[O-].[Na+]>O1CCOCC1>[NH2:7][CH2:8][CH2:9][CH2:10][NH:11][C:12]1[S:13][C:14]([C:17]([C:18]2[CH:23]=[CH:22][CH:21]=[CH:20][C:19]=2[CH3:24])=[O:25])=[CH:15][N:16]=1 |f:2.3|. Procedure details: 339 mg {3-[5-(2-Methyl-benzoyl)-thiazol-2-ylamino]-propyl}-carbamic acid tert-butyl ester was added to a solution of 25% aqueous hydrochloric acid in dioxane. The mixture was stirred 1 h at room temperature and maintained overnight in the refrigerator. The mixture was poured into saturated aqueous sodium bicarbonate solution (50 ml). The organics were extracted with dichloromethane (3×50 ml), dried over magnesium sulfate and evaporated under reduced pressure to afford the title compound as yello... The reactants are C(CCCC)(=O)Cl (valerylchloride), 2006/0149079 A1, COC([C@@H](NCC1=CC=C(C=C1)C1=C(C=CC=C1)C#N)C(C)C)=O (N-[(2′-cyanobiphenyl-4-yl)methyl]-(L)-valine methylester). Product: COC([C@@H](N(C(CCCC)=O)CC1=CC=C(C=C1)C1=C(C=CC=C1)C#N)C(C)C)=O (N-[(2′-cyanobiphenyl-4-yl)methyl]-N-valeryl-(L)-valine methylester), C(CCCC)(=O)Cl (valerylchloride). Procedure: According to US 2006/0149079 A1 N-[(2′-cyanobiphenyl-4-yl)methyl]-(L)-valine methylester is acylated with valerylchloride in the presence of inorganic base to give N-[(2′-cyanobiphenyl-4-yl)methyl]-N-valeryl-(L)-valine methylester with valerylchloride, followed by the conversion of cyano to tetrazole and hydrolyzing the tetrazole derivative to obtain valsartan. As a reaction SMILES: [CH3:1][O:2][C:3](=[O:24])[C@H:4]([CH:21]([CH3:23])[CH3:22])[NH:5][CH2:6][C:7]1[CH:12]=[CH:11][C:10]([C:13]2[CH:18]=[CH:17][CH:16]=[CH:15][C:14]=2[C:19]#[N:20])=[CH:9][CH:8]=1.[C:25]([Cl:31])(=[O:30])[CH2:26][CH2:27][CH2:28][CH3:29]>>[CH3:1][O:2][C:3](=[O:24])[C@H:4]([CH:21]([CH3:22])[CH3:23])[N:5]([CH2:6][C:7]1[CH:12]=[CH:11][C:10]([C:13]2[CH:18]=[CH:17][CH:16]=[CH:15][C:14]=2[C:19]#[N:20])=[CH:9][CH:8]=1)[C:25](=[O:30])[CH2:26][CH2:27][CH2:28][CH3:29].[C:25]([Cl:31])(=[O:30])[CH2:26][CH2:27][CH2:28][CH3:29]. Reactants: O=C(CBr)c1ccccc1, Cc1ccccc1, C1=C(N2CCCC2)CCc2ccccc21, O. Product: O=C(CC1C(=O)CCc2ccccc21)c1ccccc1. As a reaction SMILES: [CH2:1]([C:2](=[O:3])[c:4]1[cH:5][cH:6][cH:7][cH:8][cH:9]1)[Br:10].[CH3:27][c:28]1[cH:29][cH:30][cH:31][cH:32][cH:33]1.[CH:11]1=[C:12]([N:21]2[CH2:22][CH2:23][CH2:24][CH2:25]2)[CH2:13][CH2:14][c:15]2[cH:16][cH:17][cH:18][cH:19][c:20]21.[OH2:26]>>[CH2:1]([C:2](=[O:3])[c:4]1[cH:5][cH:6][cH:7][cH:8][cH:9]1)[CH:11]1[C:12](=[O:26])[CH2:13][CH2:14][c:15]2[cH:16][cH:17][cH:18][cH:19][c:20]21. Reactants: CN(C)C=O, ClCc1ccc(Cl)cc1Cl, N#CC(C#N)CCC(F)(F)F, [H-], [Na+]. Product: N#CC(C#N)(CCC(F)(F)F)Cc1ccc(Cl)cc1Cl. Reaction SMILES: [CH3:24][N:25]([CH3:26])[CH:27]=[O:28].[Cl:1][c:2]1[c:3]([CH2:4][Cl:5])[cH:6][cH:7][c:8]([Cl:10])[cH:9]1.[F:13][C:14]([CH2:15][CH2:16][CH:17]([C:18]#[N:19])[C:20]#[N:21])([F:22])[F:23].[H-:11].[Na+:12]>>[Cl:1][c:2]1[c:3]([CH2:4][C:17]([CH2:16][CH2:15][C:14]([F:13])([F:22])[F:23])([C:18]#[N:19])[C:20]#[N:21])[cH:6][cH:7][c:8]([Cl:10])[cH:9]1.